Dataset: the Open Reaction Database (ORD), a public repository of structured organic reaction records. Task: describe an organic reaction: reactants, conditions, products, and yield Starting materials: C(C)(C)(C)OC[C@H]1N(CCNC1=O)C(C[C@@H](CC1=C(C=C(C(=C1)F)F)F)NC(OC(C)(C)C)=O)=O (tert-butyl (R)-4-[(R)-2-(tert-butoxymethyl)-3-oxopiperazin-1-yl]-4-oxo-1-(2,4,5-trifluorophenyl)butan-2-ylcarbamate), Cl.C(C)OCC (hydrochloric acid diethyl ether). Run in CO (methanol). Conditions: time 3 hour. The product is Cl.N[C@@H](CC(=O)N1[C@@H](C(NCC1)=O)COC(C)(C)C)CC1=C(C=C(C(=C1)F)F)F ((R)-4-[(R)-3-amino-4-(2,4,5-trifluorophenyl)butanoyl]-3-(tert-butoxymethyl)piperazin-2-one hydrochloride). As a reaction SMILES: [C:1]([O:5][CH2:6][C@@H:7]1[C:12](=[O:13])[NH:11][CH2:10][CH2:9][N:8]1[C:14](=[O:35])[CH2:15][C@H:16]([NH:27]C(=O)OC(C)(C)C)[CH2:17][C:18]1[CH:23]=[C:22]([F:24])[C:21]([F:25])=[CH:20][C:19]=1[F:26])([CH3:4])([CH3:3])[CH3:2].[ClH:36].C(OCC)C>CO>[ClH:36].[NH2:27][C@H:16]([CH2:17][C:18]1[CH:23]=[C:22]([F:24])[C:21]([F:25])=[CH:20][C:19]=1[F:26])[CH2:15][C:14]([N:8]1[CH2:9][CH2:10][NH:11][C:12](=[O:13])[C@H:7]1[CH2:6][O:5][C:1]([CH3:2])([CH3:3])[CH3:4])=[O:35] |f:1.2,4.5|. Procedure details: 97 mg of tert-butyl (R)-4-[(R)-2-(tert-butoxymethyl)-3-oxopiperazin-1-yl]-4-oxo-1-(2,4,5-trifluorophenyl)butan-2-ylcarbamate prepared in Step 8 was dissolved in 3 mL of methanol, followed by addition of 2 mL of 2N-hydrochloric acid/diethyl ether and stirring at room temperature for 3 hours. The reaction mixture was concentrated and dried under reduced pressure to afford 64 mg of the title compound as a foamy solid.